Task: describe an organic reaction: reactants, conditions, products, and yield. Dataset: the Open Reaction Database (ORD), a public repository of structured organic reaction records Reactants: BrC=1C=C2C(=NC1)OC1=CC=C(C=C1C2=O)OC (3-bromo-7-methoxy-5H-chromeno[2,3-b]pyridin-5-one), C1CCOC1 (THF), C[Mg]Br (methylmagnesium bromide). Conditions: temperature 60 celsius, time 1 hour. Yields the product BrC=1C=C2C(=NC1)OC1=CC=C(C=C1C2=C)OC (3-bromo-7-methoxy-5-methylene-5H-chromeno[2,3-b]pyridine). Reaction SMILES: [Br:1][C:2]1[CH:3]=[C:4]2[C:15](=O)[C:14]3[C:9](=[CH:10][CH:11]=[C:12]([O:17][CH3:18])[CH:13]=3)[O:8][C:5]2=[N:6][CH:7]=1.[CH2:19]1COCC1.C[Mg]Br>>[Br:1][C:2]1[CH:3]=[C:4]2[C:15](=[CH2:19])[C:14]3[C:9](=[CH:10][CH:11]=[C:12]([O:17][CH3:18])[CH:13]=3)[O:8][C:5]2=[N:6][CH:7]=1. Reported procedure: To a solution of 3-bromo-7-methoxy-5H-chromeno[2,3-b]pyridin-5-one (4.50 g, 14.7 mmol) in THF (294 ml, 14.7 mmol) at 5° C. was added methylmagnesium bromide (1 M in butyl ether) (36.8 ml, 36.8 mmol). The reaction was removed from the ice bath and stirred for an additional 1 hour. TLC showed complete conversion to a lower Rf material. The reaction mixture was quenched with saturated ammonium chloride (250 mL) and to it DCM (100 mL) was added. The mixture was stirred vigorously for 30 minutes befo... The reactants are NC1=NC(=C(C(=N1)C=1OC=CC1)C#N)SC (2-amino-4-(2-furyl)-6-(methylthio)-5-pyrimidinecarbonitrile), ( 48 ), C(C1=CC=CC=C1)N (benzylamine), ( 64 ). The solvent is C(C)O (ethanol). The product is NC1=NC(=C(C(=N1)NCC1=CC=CC=C1)C#N)C=1OC=CC1 (2-Amino-4-benzylamino-6-furan-2-yl-pyrimidine-5-carbonitrile). As a reaction SMILES: [NH2:1][C:2]1[N:7]=[C:6]([C:8]2[O:9][CH:10]=[CH:11][CH:12]=2)[C:5]([C:13]#[N:14])=[C:4](SC)[N:3]=1.[CH2:17]([NH2:24])[C:18]1[CH:23]=[CH:22][CH:21]=[CH:20][CH:19]=1>C(O)C>[NH2:1][C:2]1[N:3]=[C:4]([NH:24][CH2:17][C:18]2[CH:23]=[CH:22][CH:21]=[CH:20][CH:19]=2)[C:5]([C:13]#[N:14])=[C:6]([C:8]2[O:9][CH:10]=[CH:11][CH:12]=2)[N:7]=1. Procedure details: From 2-amino-4-(2-furyl)-6-(methylthio)-5-pyrimidinecarbonitrile and benzylamine in ethanol. EI-MS m/e (%): 291 (M+, 100), 290 ([M—H]+, 36), 106 (64), 91 (48). The reactants are [Cl-].[NH4+] (ammonium chloride), C(C)[Zn]CC (Diethylzinc), CC(CCC(=O)OCC)=C (ethyl 4-methylpent-4-enoate), ICI (diiodomethane). Solvent: CCCCCC (hexane). Yields the product CC1(CC1)CCC(=O)OCC (ethyl 3-(1-methylcyclopropyl)propanoate). RXN SMILES: [CH2:1]([Zn]CC)C.[CH3:6][C:7](=[CH2:15])[CH2:8][CH2:9][C:10]([O:12][CH2:13][CH3:14])=[O:11].ICI.[Cl-].[NH4+]>CCCCCC>[CH3:15][C:7]1([CH2:8][CH2:9][C:10]([O:12][CH2:13][CH3:14])=[O:11])[CH2:1][CH2:6]1 |f:3.4|. Procedure details: Diethylzinc (40 ml. 1.1M solution in toluene) was added dropwise to a solution of ethyl 4-methylpent-4-enoate (1.25 g.) in dry hexane (100 ml.) at -20° under nitrogen After stirring for 10 minutes diiodomethane (23.6 g.) was added dropwise and the mixture maintained at -20° for 6 hours. The mixture was allowed to warm to room temperature, aqueous ammonium chloride solution (60 ml.) added and the two layers separated. The aqueous layer was extracted with diethyl ether (3×50 ml.) and the combined ...